From a dataset of the Open Reaction Database (ORD), a public repository of structured organic reaction records. describe an organic reaction: reactants, conditions, products, and yield Starting materials: C(#N)C=1C(=C2C(=NC1)N(C(=C2)C2=CCN(CC2)C(=O)OC(C)(C)C)S(=O)(=O)C2=CC=CC=C2)C2=C(C=CC(=C2)F)OC (tert-butyl 4-(5-cyano-4-(5-fluoro-2-methoxyphenyl)-1-(phenylsulfonyl)-1H-pyrrolo[2,3-b]pyridin-2-yl)-5,6-dihydropyridine-1(2H)-carboxylate), [OH-].[Na+] (sodium hydroxide). Run in CO (methanol), O1CCCC1 (tetrahydrofuran), O (water). Reaction conditions: temperature 70 celsius, time 1 hour. Product: C(#N)C=1C(=C2C(=NC1)NC(=C2)C2=CCN(CC2)C(=O)OC(C)(C)C)C2=C(C=CC(=C2)F)OC (tert-butyl 4-(5-cyano-4-(5-fluoro-2-methoxyphenyl)-1H-pyrrolo[2,3-b]pyridin-2-yl)-5,6-dihydropyridine-1(2H)-carboxylate). As a reaction SMILES: [C:1]([C:3]1[C:4]([C:34]2[CH:39]=[C:38]([F:40])[CH:37]=[CH:36][C:35]=2[O:41][CH3:42])=[C:5]2[CH:11]=[C:10]([C:12]3[CH2:17][CH2:16][N:15]([C:18]([O:20][C:21]([CH3:24])([CH3:23])[CH3:22])=[O:19])[CH2:14][CH:13]=3)[N:9](S(C3C=CC=CC=3)(=O)=O)[C:6]2=[N:7][CH:8]=1)#[N:2].[OH-].[Na+]>CO.O1CCCC1.O>[C:1]([C:3]1[C:4]([C:34]2[CH:39]=[C:38]([F:40])[CH:37]=[CH:36][C:35]=2[O:41][CH3:42])=[C:5]2[CH:11]=[C:10]([C:12]3[CH2:17][CH2:16][N:15]([C:18]([O:20][C:21]([CH3:24])([CH3:23])[CH3:22])=[O:19])[CH2:14][CH:13]=3)[NH:9][C:6]2=[N:7][CH:8]=1)#[N:2] |f:1.2|. Reported procedure: To a solution of Example 236D (400 mg, 0.680 mmol) in 5 mL methanol and 5 mL tetrahydrofuran was added 1N aqueous sodium hydroxide (3398 μL, 3.40 mmol) and the mixture was stirred at room temperature overnight and at 70° C. for 1 hour. The mixture was diluted with water, neutralized to pH 5-6 and extracted with ethyl acetate. The organic phase was washed with water and brine, dried over magnesium sulfate, filtered and concentrated. The residue was purified by flash chromatography (AnaLogix Intel... Reactants: C(C1=CC=CC=C1)OC1=C2N(C(=NC1=O)CC1(CCCC1)C1=CC=CC3=CC=CC=C13)CCN(C2=O)C2CC2 (9-benzyloxy-2-cyclopropyl-6-(1-naphthalen-1-yl-cyclopentylmethyl)-3,4-dihydro-2H-pyrazino[1,2-c]pyrimidine-1,8-dione), OCCN(C(=O)C1=NC(=NC(=C1OCC1=CC=CC=C1)O)CC1(CCCC1)C1=CC=CC2=CC=CC=C12)C1COC1 (5-benzyloxy-6-hydroxy-2-(1-naphthalen-1-yl-cyclopentylmethyl)-pyrimidine-4-carboxylic acid (2-hydroxyethyl)-oxetan-3-yl-amide). The product is C(C1=CC=CC=C1)OC1=C2N(C(=NC1=O)CC1(CCCC1)C1=CC=CC3=CC=CC=C13)CCN(C2=O)C2COC2 (9-Benzyloxy-6-(1-naphthalen-1-yl-cyclopentylmethyl)-2-oxetan-3-yl-3,4-dihydro-2H-pyrazino[1,2-c]pyrimidine-1,8-dione). As a reaction SMILES: C(OC1C(=O)N=C(CC2(C3C4C(=CC=CC=4)C=CC=3)CCCC2)N2CCN(C3CC3)C(=O)C=12)C1C=CC=CC=1.O[CH2:41][CH2:42][N:43]([CH:77]1[CH2:80][O:79][CH2:78]1)[C:44]([C:46]1[C:51]([O:52][CH2:53][C:54]2[CH:59]=[CH:58][CH:57]=[CH:56][CH:55]=2)=[C:50]([OH:60])[N:49]=[C:48]([CH2:61][C:62]2([C:67]3[C:76]4[C:71](=[CH:72][CH:73]=[CH:74][CH:75]=4)[CH:70]=[CH:69][CH:68]=3)[CH2:66][CH2:65][CH2:64][CH2:63]2)[N:47]=1)=[O:45]>>[CH2:53]([O:52][C:51]1[C:50](=[O:60])[N:49]=[C:48]([CH2:61][C:62]2([C:67]3[C:76]4[C:71](=[CH:72][CH:73]=[CH:74][CH:75]=4)[CH:70]=[CH:69][CH:68]=3)[CH2:66][CH2:65][CH2:64][CH2:63]2)[N:47]2[CH2:41][CH2:42][N:43]([CH:77]3[CH2:78][O:79][CH2:80]3)[C:44](=[O:45])[C:46]=12)[C:54]1[CH:59]=[CH:58][CH:57]=[CH:56][CH:55]=1. Procedure: This compound was prepared following the same method as described for pure 9-benzyloxy-2-cyclopropyl-6-(1-naphthalen-1-yl-cyclopentylmethyl)-3,4-dihydro-2H-pyrazino[1,2-c]pyrimidine-1,8-dione (356) from 5-benzyloxy-6-hydroxy-2-(1-naphthalen-1-yl-cyclopentylmethyl)-pyrimidine-4-carboxylic acid (2-hydroxyethyl)-oxetan-3-yl-amide (363) (140 mg, 0.25 mmol). The yield was 131 mg, 97%, of a white solid. Starting materials: C(=O)(C(F)(F)F)O (TFA), C(C)(C)(C)OC(NCC1=CC2=C(N(C(=N2)CN2C(C=C(C3=CC=CC=C23)OC)=O)CCCCO)C=C1)=O ([1-(4-hydroxy-butyl)-2-(4-methoxy-2-oxo-2H-quinolin-1-ylmethyl)-1H-benzoimidazol-5-ylmethyl]-carbamic acid tert-butyl ester), C(C)(=O)Cl (acetyl cloride). The solvent is C(Cl)Cl (DCM). Run at time 6 hour. The product is NCC1=CC2=C(N(C(=N2)CN2C(C=C(C3=CC=CC=C23)OC)=O)CCCCO)C=C1 (1-[5-Aminomethyl-1-(4-hydroxy-butyl)-1H-benzoimidazol-2-ylmethyl]-4-methoxy-1H-quinolin-2-one). As a reaction SMILES: C(OC(=O)[NH:7][CH2:8][C:9]1[CH:36]=[CH:35][C:12]2[N:13]([CH2:30][CH2:31][CH2:32][CH2:33][OH:34])[C:14]([CH2:16][N:17]3[C:26]4[C:21](=[CH:22][CH:23]=[CH:24][CH:25]=4)[C:20]([O:27][CH3:28])=[CH:19][C:18]3=[O:29])=[N:15][C:11]=2[CH:10]=1)(C)(C)C.C(O)(C(F)(F)F)=O.C(Cl)(=O)C>C(Cl)Cl>[NH2:7][CH2:8][C:9]1[CH:36]=[CH:35][C:12]2[N:13]([CH2:30][CH2:31][CH2:32][CH2:33][OH:34])[C:14]([CH2:16][N:17]3[C:26]4[C:21](=[CH:22][CH:23]=[CH:24][CH:25]=4)[C:20]([O:27][CH3:28])=[CH:19][C:18]3=[O:29])=[N:15][C:11]=2[CH:10]=1. Procedure details: To a cooled (0° C.) suspension of [1-(4-hydroxy-butyl)-2-(4-methoxy-2-oxo-2H-quinolin-1-ylmethyl)-1H-benzoimidazol-5-ylmethyl]-carbamic acid tert-butyl ester (74 mg, 0.15 mmol) in DCM (3 mL) was added TFA (337 μL, 4.38 mmol). The solution was allowed to stir for 6 h at room temperature, followed by the removal of the volatiles in vacuo. The resulting trifluoroacetate was dissolved in methanol (3 mL) followed by the addition of acetyl cloride (104 μL, 1.46 mmol). After 10 minutes the solution was... Reactants: C1(CC1)S(=O)(=O)N1CCN(CC1)CCN[C@]12[C@@H]([C@H]3CC[C@@H]4[C@]5(CC=C(C([C@@H]5CC[C@]4([C@@]3(CC1)C)C)(C)C)C1=CC=C(C(=O)O)C=C1)C)[C@@H](CC2)C(=C)C (4-((1R,3aS,5aR,5bR,7aR,11aS,11bR,13aR,13bR)-3a-((2-(4-(cyclopropylsulfonyl)piperazin-1-yl)ethyl)amino)-5a,5b,8,8,11a-pentamethyl-1-(prop-1-en-2-yl)-2,3,3a,4,5,5a,5b,6,7,7a,8,11,11a,11b,12,13,13a,13b-octadecahydro-1H-cyclopenta[a]chrysen-9-yl)benzoic acid), C(CC)S(=O)(=O)Cl (propane-1-sulfonyl chloride). Product: C[C@]12CC[C@@]3([C@@H]([C@H]2CC[C@@H]2[C@]4(CC=C(C([C@@H]4CC[C@@]12C)(C)C)C1=CC=C(C(=O)O)C=C1)C)[C@@H](CC3)C(=C)C)NCCN3CCN(CC3)S(=O)(=O)CCC (4-((1R,3aS,5aR,5bR,7aR,11aS,11bR,13aR,13bR)-5a,5b,8,8,11a-pentamethyl-1-(prop-1-en-2-yl)-3a-((2-(4-(propylsulfonyl)piperazin-1-yl)ethyl)amino)-2,3,3a,4,5,5a,5b,6,7,7a,8,11,11a,11b,12,13,13a,13b-octadecahydro-1H-cyclopenta[a]chrysen-9-yl)benzoic acid), solid. The yield is 48.0%. RXN SMILES: [CH:1]1([S:4]([N:7]2[CH2:12][CH2:11][N:10]([CH2:13][CH2:14][NH:15][C@:16]34[CH2:50][CH2:49][C@@H:48]([C:51]([CH3:53])=[CH2:52])[C@@H:17]3[C@@H:18]3[C@@:31]([CH3:34])([CH2:32][CH2:33]4)[C@@:30]4([CH3:35])[C@@H:21]([C@:22]5([CH3:47])[C@@H:27]([CH2:28][CH2:29]4)[C:26]([CH3:37])([CH3:36])[C:25]([C:38]4[CH:46]=[CH:45][C:41]([C:42]([OH:44])=[O:43])=[CH:40][CH:39]=4)=[CH:24][CH2:23]5)[CH2:20][CH2:19]3)[CH2:9][CH2:8]2)(=[O:6])=[O:5])[CH2:3][CH2:2]1.C(S(Cl)(=O)=O)CC>>[CH3:34][C@:31]12[C@@:30]3([CH3:35])[C@@H:21]([C@:22]4([CH3:47])[C@@H:27]([CH2:28][CH2:29]3)[C:26]([CH3:36])([CH3:37])[C:25]([C:38]3[CH:39]=[CH:40][C:41]([C:42]([OH:44])=[O:43])=[CH:45][CH:46]=3)=[CH:24][CH2:23]4)[CH2:20][CH2:19][C@@H:18]1[C@H:17]1[C@H:48]([C:51]([CH3:53])=[CH2:52])[CH2:49][CH2:50][C@:16]1([NH:15][CH2:14][CH2:13][N:10]1[CH2:11][CH2:12][N:7]([S:4]([CH2:1][CH2:2][CH3:3])(=[O:6])=[O:5])[CH2:8][CH2:9]1)[CH2:33][CH2:32]2. Procedure: The title compound was prepared following the method described in above for the synthesis of 4-((1R,3aS,5aR,5bR,7aR,11aS,11bR,13aR,13bR)-3a-((2-(4-(cyclopropylsulfonyl)piperazin-1-yl)ethyl)amino)-5a,5b,8,8,11a-pentamethyl-1-(prop-1-en-2-yl)-2,3,3a,4,5,5a,5b,6,7,7a,8,11,11a,11b,12,13,13a,13b-octadecahydro-1H-cyclopenta[a]chrysen-9-yl)benzoic acid using propane-1-sulfonyl chloride as the reagent in Step 1. The product was isolated as a white solid (8 mg, 48%). LCMS: m/e 748.6 (M+H)+, 2.30 min (met... The reactants are [Li]CCCC (n-BuLi), BrC=1C=C2CCC(OC2=C(C1)Cl)(C)C (6-Bromo-8-chloro-2,2-dimethyl-3,4-dihydro-2H-chromene), CN(C)C=O (DMF). The solvent is C1CCOC1 (THF). Reaction conditions: temperature -78 celsius, time 10 minute. Yields the product ClC=1C=C(C=C2CCC(OC12)(C)C)C=O (8-chloro-2,2-dimethyl-3,4-dihydro-2H-chromene-6-carbaldehyde). As a reaction SMILES: Br[C:2]1[CH:3]=[C:4]2[C:9](=[C:10]([Cl:12])[CH:11]=1)[O:8][C:7]([CH3:14])([CH3:13])[CH2:6][CH2:5]2.[Li]CCCC.CN([CH:23]=[O:24])C>C1COCC1>[Cl:12][C:10]1[CH:11]=[C:2]([CH:23]=[O:24])[CH:3]=[C:4]2[C:9]=1[O:8][C:7]([CH3:14])([CH3:13])[CH2:6][CH2:5]2. Reported procedure: 6-Bromo-8-chloro-2,2-dimethyl-3,4-dihydro-2H-chromene (483 mg, 1.75 mmol) in THF (8.76 mL) was cooled to −78° C. and n-BuLi (841 μL, 2.10 mmol) was added dropwise via a syringe. The reaction mixture was stirred at −78° C. for 10 minutes and then DMF (543 μL, 7.01 mmol) was added dropwise via a syringe. The resulting mixture was allowed to warm to room temperature, and wet silica gel (5.0 g/0.5 mL of water) was added. The mixture was allowed to stir at room temperature for 10 minutes before it wa... Starting materials: C(C)C(C(=O)Cl)C(=O)Cl (ethyl malonyl chloride), C([O-])(O)=O.[K+] (potassium bicarbonate), [K+].C(NN)(=S)[S-] (dithiocarbazic acid potassium salt), O1CCCC1 (tetrahydrofuran), O1CCCC1 (tetrahydrofuran). Run in C(Cl)Cl (methylene chloride), O (water), O (water). Run at time 1 hour. The product is C(=O)(OCC)CC=1OC(=NN1)S (2-carbethoxymethyl-1,3,4-oxadiazole-5-thiol). Reaction SMILES: C([CH:3]([C:7](Cl)=[O:8])[C:4](Cl)=[O:5])C.C(=O)(O)[O-:11].[K+].[K+].[C:16]([S-:20])(=S)[NH:17][NH2:18].O1CC[CH2:23][CH2:22]1>O.C(Cl)Cl>[C:7]([CH2:3][C:4]1[O:5][C:16]([SH:20])=[N:17][N:18]=1)([O:8][CH2:22][CH3:23])=[O:11] |f:1.2,3.4|. Reported procedure: A solution of 44.4 g (0.296 mol) of ethyl malonyl chloride in 80 ml of tetrahydrofuran and a solution of 29.6 g (0.296 mol) of potassium bicarbonate in 100 ml of water were added simultaneously over a 45 minute interval to a solution of 43.2 g (0.296 mol) of dithiocarbazic acid potassium salt in 200 ml of tetrahydrofuran and 200 ml of water at 5°. The reaction mixture was stirred at 5° for 1 hour then at ambient temperature for 12 hours. The solvents were evaporated and the residue was taken up ... Reactants: P(=O)(Cl)(Cl)Cl (Phosphoryl trichloride), alcohol, C(CCCCCCC)O (Octanol), Cl (HCl). Run at temperature 10 celsius, time 1.5 hour. The product is P(OCCCCCCCC)(=O)(Cl)Cl (octyl phosphorodichloridate). RXN SMILES: [P:1]([Cl:5])(Cl)([Cl:3])=[O:2].[CH2:6]([OH:14])[CH2:7][CH2:8][CH2:9][CH2:10][CH2:11][CH2:12][CH3:13].Cl>>[P:1]([Cl:5])([Cl:3])(=[O:2])[O:14][CH2:6][CH2:7][CH2:8][CH2:9][CH2:10][CH2:11][CH2:12][CH3:13]. Procedure: Phosphoryl trichloride (3113 g; 20.3 moles) is placed in a 5-liter flask fitted with a condenser and mechanical stirrer, and cooled down to about 10° C. (external ice bath). Octanol (2380 g; 18.3 moles; 0.9 equivalents with respect to POCl3) is added at a rate such that the reaction temperature remains below 15° C. The reaction is exothermic and the HCl gas that evolves during this reaction is vented out with a flow of nitrogen through an aspirator operated with a slight vacuum of about 0.5 inch...